From a dataset of the Open Reaction Database (ORD), a public repository of structured organic reaction records. describe an organic reaction: reactants, conditions, products, and yield The reactants are [H][H] (hydrogen), ClC1OC(=O)C2=CC=CC=C12 (3-chlorophthalide), C(C)(=O)[O-].[Na+] (sodium acetate). Reagents/catalysts: [Pd] (palladium-on-charcoal). Solvent: C(C)(=O)O (acetic acid). The product is C1(=O)OCC2=CC=CC=C12 (phthalide). Yield: 87.4%. Reaction SMILES: Cl[CH:2]1[C:11]2[C:6](=[CH:7][CH:8]=[CH:9][CH:10]=2)[C:4](=[O:5])[O:3]1.C([O-])(=O)C.[Na+].[H][H]>[Pd].C(O)(=O)C>[C:4]1([C:6]2[C:11](=[CH:10][CH:9]=[CH:8][CH:7]=2)[CH2:2][O:3]1)=[O:5] |f:1.2|. Procedure: As described in Example 1, an autoclave is charged with 110 g of 3-chlorophthalide, 5 g of palladium-on-charcoal catalyst (metal content 5%), 54 g of sodium acetate and 400 ml of glacial acetic acid, and treated for 1.5 h with hydrogen at 5 to 10 bars of pressure and 20° to 35° C. After filtration and working up by distillation, 76.5 g of phthalide is obtained, melting point 72°-73° C. (gas-chromatographic analysis 99.35).